Dataset: the Open Reaction Database (ORD), a public repository of structured organic reaction records. Task: describe an organic reaction: reactants, conditions, products, and yield Starting materials: Cc1nc(NCC(NS(=O)(=O)c2ccc(Br)cc2)C(=O)OC(C)(C)C)c2ccn(CCCC(=O)NC3=NCCCN3)c2n1, ClCCl, O=C(O)C(F)(F)F. Product: Cc1nc(NCC(NS(=O)(=O)c2ccc(Br)cc2)C(=O)O)c2ccn(CCCC(=O)NC3=NCCCN3)c2n1. As a reaction SMILES: [C:8]([CH3:9])([CH3:10])([CH3:11])[O:12][C:13]([CH:14]([CH2:15][NH:16][c:17]1[c:18]2[c:19]([n:20][c:21]([CH3:23])[n:22]1)[n:24]([CH2:27][CH2:28][CH2:29][C:30]([NH:31][C:32]1=[N:37][CH2:36][CH2:35][CH2:34][NH:33]1)=[O:38])[cH:25][cH:26]2)[NH:39][S:40](=[O:41])(=[O:42])[c:43]1[cH:44][cH:45][c:46]([Br:49])[cH:47][cH:48]1)=[O:50].[Cl:51][CH2:52][Cl:53].[F:1][C:2]([F:3])([F:4])[C:5]([OH:6])=[O:7]>>[O:12]=[C:13]([CH:14]([CH2:15][NH:16][c:17]1[c:18]2[c:19]([n:20][c:21]([CH3:23])[n:22]1)[n:24]([CH2:27][CH2:28][CH2:29][C:30]([NH:31][C:32]1=[N:37][CH2:36][CH2:35][CH2:34][NH:33]1)=[O:38])[cH:25][cH:26]2)[NH:39][S:40](=[O:41])(=[O:42])[c:43]1[cH:44][cH:45][c:46]([Br:49])[cH:47][cH:48]1)[OH:50]. Starting materials: O=C1N(Cc2c(Cl)cc(OCc3ccccc3)cc2Cl)CCC12CCCCC2, CCOC(C)=O, [OH-], [OH-], [Pd+2]. Yields the product O=C1N(Cc2c(Cl)cc(O)cc2Cl)CCC12CCCCC2. As a reaction SMILES: [CH2:1]([c:2]1[cH:3][cH:4][cH:5][cH:6][cH:7]1)[O:8][c:9]1[cH:10][c:11]([Cl:28])[c:12]([CH2:13][N:14]2[C:15](=[O:24])[C:16]3([CH2:17][CH2:18]2)[CH2:19][CH2:20][CH2:21][CH2:22][CH2:23]3)[c:25]([Cl:27])[cH:26]1.[CH3:29][CH2:30][O:31][C:32](=[O:33])[CH3:34].[OH-:35].[OH-:37].[Pd+2:36]>>[OH:8][c:9]1[cH:10][c:11]([Cl:28])[c:12]([CH2:13][N:14]2[C:15](=[O:24])[C:16]3([CH2:17][CH2:18]2)[CH2:19][CH2:20][CH2:21][CH2:22][CH2:23]3)[c:25]([Cl:27])[cH:26]1.